Dataset: the Open Reaction Database (ORD), a public repository of structured organic reaction records. Task: describe an organic reaction: reactants, conditions, products, and yield Reactants: CSC=1C=C(C=CC1)C(C1=NN=NN1C)=NOCC1=CC=CC(=N1)N1C(C2=CC=CC=C2C1=O)=O (2-(6-{[({[3-(methylsulfanyl)phenyl](1-methyl-1H-tetrazol-5-yl)methylene}amino)oxy]methyl}pyridin-2-yl)-1H-isoindole-1,3(2H)-dione), O.NN (hydrazine hydrate). Solvent: C1CCOC1 (THF). Run at time 4 hour. The product is CSC=1C=C(C=CC1)C(C1=NN=NN1C)=NOCC1=CC=CC(=N1)N (6-{[({[3-(methylsulfanyl)phenyl](1-methyl-1H-tetrazol-5-yl)methylene}amino)oxy]methyl}pyridin-2-amine), logP(HCOOH). The yield is 77.0%. Reaction SMILES: [CH3:1][S:2][C:3]1[CH:4]=[C:5]([C:9](=[N:16][O:17][CH2:18][C:19]2[N:24]=[C:23]([N:25]3C(=O)C4C(=CC=CC=4)C3=O)[CH:22]=[CH:21][CH:20]=2)[C:10]2[N:14]([CH3:15])[N:13]=[N:12][N:11]=2)[CH:6]=[CH:7][CH:8]=1.O.NN>C1COCC1>[CH3:1][S:2][C:3]1[CH:4]=[C:5]([C:9](=[N:16][O:17][CH2:18][C:19]2[N:24]=[C:23]([NH2:25])[CH:22]=[CH:21][CH:20]=2)[C:10]2[N:14]([CH3:15])[N:13]=[N:12][N:11]=2)[CH:6]=[CH:7][CH:8]=1 |f:1.2|. Procedure: To a stirred solution of 2-(6-{[({[3-(methylsulfanyl)phenyl](1-methyl-1H-tetrazol-5-yl)methylene}amino)oxy]methyl}pyridin-2-yl)-1H-isoindole-1,3(2H)-dione (2.79 g, 5.75 mmol) in dry THF (70 mL) was added hydrazine hydrate (1.44 g, 28.7 mmol). The reaction mixture was stirred at room temperature for 4 h, then insolubles were removed by filtration and washed with dichloromethane. The filtrates were combined and concentrated in vacuo. The residue was dissolved in dichloromethane (100 mL), washed wi...